From a dataset of the Open Reaction Database (ORD), a public repository of structured organic reaction records. describe an organic reaction: reactants, conditions, products, and yield Reactants: OC1=C(C=C(C(=C1)I)I)O (1,2-dihydroxy-4,5-diiodobenzene), N1=CC=CC=C1 (pyridine), O(S(=O)(=O)C(F)(F)F)S(=O)(=O)C(F)(F)F (Tf2O). The solvent is C(Cl)Cl (CH2Cl2). Reaction conditions: temperature 0 celsius, time 6 hour. The product is FC(S(=O)(=O)OC1=C(C=C(C(=C1)I)I)OS(=O)(=O)C(F)(F)F)(F)F (4,5-diiodo-1,2-phenylene bis(trifluoromethanesulfonate)). Yield: 99.6%. RXN SMILES: [OH:1][C:2]1[CH:7]=[C:6]([I:8])[C:5]([I:9])=[CH:4][C:3]=1[OH:10].N1C=CC=CC=1.[O:17](S(C(F)(F)F)(=O)=O)[S:18]([C:21]([F:24])([F:23])[F:22])(=O)=[O:19]>C(Cl)Cl>[F:22][C:21]([F:24])([F:23])[S:18]([O:1][C:2]1[CH:7]=[C:6]([I:8])[C:5]([I:9])=[CH:4][C:3]=1[O:10][S:18]([C:21]([F:22])([F:23])[F:24])(=[O:17])=[O:19])(=[O:19])=[O:17]. Procedure: To a flame-dried round-bottomed flask was added 1,2-dihydroxy-4,5-diiodobenzene (1 equiv., 7.85 mmol, 2.84 g), CH2Cl2 (55 mL), and pyridine (5 equiv., 39 mmol, 3.10 g, 3.16 mL). The solution was cooled to 0° C. and Tf2O (2.2 equiv., 17.3 mmol, 4.88 g, 2.91 mL) was added dropwise via syringe over 10 min. The reaction was stirred for 6 h while warming to ambient temperature, then cooled to 0° C. and quenched with H2O (30 mL). The separated aqueous layer was extracted with CH2Cl2 (2×30 mL). The com...